From a dataset of the Open Reaction Database (ORD), a public repository of structured organic reaction records. describe an organic reaction: reactants, conditions, products, and yield Procedure: To solution containing (E)-tert-butyl 3-(3-(2-(3-hydroxybenzoyl)-1-isopropylhydrazinyl)-3-oxoprop-1-enyl)-1H-indole-1-carboxylate (100 mg, 0.22 mmol) and K2CO3 (35.8 mg, 0.26 mmol) dissolved in anhydrous acetonitrile (10.0 ml), iodomethane (0.0673 ml, 1.08 mmol) was added drop-by-drop at 0° C. The reaction mixture was refluxed for 12 hr at 85° C. After concentration under reduced pressure, the solution was separated through the silica gel chromatography (30% EtOAc) so that ivoty solid form of (E... Reaction SMILES: [OH:1][C:2]1[CH:3]=[C:4]([CH:32]=[CH:33][CH:34]=1)[C:5]([NH:7][N:8]([C:12](=[O:31])/[CH:13]=[CH:14]/[C:15]1[C:23]2[C:18](=[CH:19][CH:20]=[CH:21][CH:22]=2)[N:17]([C:24]([O:26][C:27]([CH3:30])([CH3:29])[CH3:28])=[O:25])[CH:16]=1)[CH:9]([CH3:11])[CH3:10])=[O:6].[C:35]([O-])([O-])=O.[K+].[K+].IC>C(#N)C>[CH:9]([N:8]([C:12](=[O:31])/[CH:13]=[CH:14]/[C:15]1[C:23]2[C:18](=[CH:19][CH:20]=[CH:21][CH:22]=2)[N:17]([C:24]([O:26][C:27]([CH3:29])([CH3:28])[CH3:30])=[O:25])[CH:16]=1)[NH:7][C:5](=[O:6])[C:4]1[CH:32]=[CH:33][CH:34]=[C:2]([O:1][CH3:35])[CH:3]=1)([CH3:11])[CH3:10] |f:1.2.3|. Product: C(C)(C)N(NC(C1=CC(=CC=C1)OC)=O)C(/C=C/C1=CN(C2=CC=CC=C12)C(=O)OC(C)(C)C)=O ((E)-tert-butyl 3-(3-(1-isopropyl-2-(3-methoxybenzoyl)hydrazinyl)-3-oxoprop-1-enyl)-1H-indole-1-carboxylate). Reactants: OC=1C=C(C(=O)NN(C(C)C)C(/C=C/C2=CN(C3=CC=CC=C23)C(=O)OC(C)(C)C)=O)C=CC1 ((E)-tert-butyl 3-(3-(2-(3-hydroxybenzoyl)-1-isopropylhydrazinyl)-3-oxoprop-1-enyl)-1H-indole-1-carboxylate), C(=O)([O-])[O-].[K+].[K+] (K2CO3), IC (iodomethane). Conditions: temperature 85 celsius. The solvent is C(C)#N (acetonitrile). Starting materials: N(=O)[O-].[Na+] (sodium nitrite), ice water, Cl (hydrochloric acid), N1C=NC=C1 (imidazole), ClC1=C(N)C=CC=C1 (2-chloroaniline), C([O-])([O-])=O.[Na+].[Na+] (sodium carbonate). The solvent is O (water). Yields the product ClC1=C(C=CC=C1)N=NC=1NC=CN1 (2-((2-chlorophenyl)azo)imidazole). Isolated yield 103.3%. Reaction SMILES: Cl.[Cl:2][C:3]1[CH:9]=[CH:8][CH:7]=[CH:6][C:4]=1[NH2:5].[N:10]([O-])=O.[Na+].[NH:14]1[CH:18]=[CH:17][N:16]=[CH:15]1.C(=O)([O-])[O-].[Na+].[Na+]>O>[Cl:2][C:3]1[CH:9]=[CH:8][CH:7]=[CH:6][C:4]=1[N:5]=[N:10][C:15]1[NH:14][CH:18]=[CH:17][N:16]=1 |f:2.3,5.6.7|. Procedure details: To a mixture of 750 cubic centimeters (cc) of ice water and 250 cc of concentrated hydrochloric acid which was stirred and cooled to ~0° C was added 128.0 grams (1.0 mole) of 2-chloroaniline. Immediately a white solid formed. This mixture was stirred at ~0° C as 69.0 grams (1.0 mole) of sodium nitrite was added over a period of ~15 minutes. After the completion of the addition, the newly formed solution was stirred for ~15 minutes and 68.0 grams (1.0 mole) of imidazole was added. After a short p... Reactants: CS(=O)(=O)c1ccc(B(O)O)cc1, [Na+], [Na+], O=C([O-])[O-], C1COCCO1, Cl[Pd]Cl, Cc1ccc(S(=O)(=O)OC(=CC2CCOCC2)c2cc3cc(F)cnc3n2S(=O)(=O)c2ccccc2)cc1, c1ccc(P(c2ccccc2)c2ccccc2)cc1, c1ccc(P(c2ccccc2)c2ccccc2)cc1. Yields the product CS(=O)(=O)c1ccc(C(=CC2CCOCC2)c2cc3cc(F)cnc3n2S(=O)(=O)c2ccccc2)cc1. As a reaction SMILES: [CH3:39][S:40](=[O:41])(=[O:42])[c:43]1[cH:44][cH:45][c:46]([B:49]([OH:50])[OH:51])[cH:47][cH:48]1.[Na+:52].[Na+:53].[O-:54][C:55](=[O:56])[O-:57].[O:58]1[CH2:59][CH2:60][O:61][CH2:62][CH2:63]1.[Pd:64]([Cl:65])[Cl:66].[c:1]1([S:7](=[O:8])(=[O:9])[n:10]2[c:11]([C:20](=[CH:21][CH:22]3[CH2:23][CH2:24][O:25][CH2:26][CH2:27]3)[O:28][S:29]([c:30]3[cH:31][cH:32][c:33]([CH3:34])[cH:35][cH:36]3)(=[O:37])=[O:38])[cH:12][c:13]3[c:14]2[n:15][cH:16][c:17]([F:19])[cH:18]3)[cH:2][cH:3][cH:4][cH:5][cH:6]1.[c:67]1([P:68]([c:69]2[cH:70][cH:71][cH:72][cH:73][cH:74]2)[c:75]2[cH:76][cH:77][cH:78][cH:79][cH:80]2)[cH:81][cH:82][cH:83][cH:84][cH:85]1.[c:86]1([P:87]([c:88]2[cH:89][cH:90][cH:91][cH:92][cH:93]2)[c:94]2[cH:95][cH:96][cH:97][cH:98][cH:99]2)[cH:100][cH:101][cH:102][cH:103][cH:104]1>>[c:1]1([S:7](=[O:8])(=[O:9])[n:10]2[c:11]([C:20](=[CH:21][CH:22]3[CH2:23][CH2:24][O:25][CH2:26][CH2:27]3)[c:46]3[cH:45][cH:44][c:43]([S:40]([CH3:39])(=[O:41])=[O:42])[cH:48][cH:47]3)[cH:12][c:13]3[c:14]2[n:15][cH:16][c:17]([F:19])[cH:18]3)[cH:2][cH:3][cH:4][cH:5][cH:6]1.